The task is: describe an organic reaction: reactants, conditions, products, and yield. This data is from the Open Reaction Database (ORD), a public repository of structured organic reaction records. Reactants: ClC1=C(C(=O)O)C=CC(=C1)NC(=O)C1=CC=C2CCCN(C2=C1)S(=O)(=O)C1=CC(=CC=C1)C(F)(F)F (2-Chloro-4-{[1-(3-trifluoromethyl-benzenesulfonyl)-1,2,3,4-tetrahydro-quinoline-7-carbonyl]-amino}-benzoic acid), FC(C=1C=C(C=CC1)S(=O)(=O)Cl)(F)F (3-trifluoromethyl-benzenesulfonyl chloride). Product: COC(C1=C(C=C(C=C1)NC(=O)C1=CC=C2CCCN(C2=C1)S(=O)(=O)C1=CC(=CC=C1)C(F)(F)F)Cl)=O (2-chloro-4-{[1-(3-trifluoromethyl-benzenesulfonyl)-1,2,3,4-tetrahydro-quinoline-7-carbonyl]-amino}-benzoic acid methyl ester). Reaction SMILES: [Cl:1][C:2]1[CH:10]=[C:9]([NH:11][C:12]([C:14]2[CH:23]=[C:22]3[C:17]([CH2:18][CH2:19][CH2:20][N:21]3[S:24]([C:27]3[CH:32]=[CH:31][CH:30]=[C:29]([C:33]([F:36])([F:35])[F:34])[CH:28]=3)(=[O:26])=[O:25])=[CH:16][CH:15]=2)=[O:13])[CH:8]=[CH:7][C:3]=1[C:4]([OH:6])=[O:5].F[C:38](F)(F)C1C=C(S(Cl)(=O)=O)C=CC=1>>[CH3:38][O:5][C:4](=[O:6])[C:3]1[CH:7]=[CH:8][C:9]([NH:11][C:12]([C:14]2[CH:23]=[C:22]3[C:17]([CH2:18][CH2:19][CH2:20][N:21]3[S:24]([C:27]3[CH:32]=[CH:31][CH:30]=[C:29]([C:33]([F:34])([F:36])[F:35])[CH:28]=3)(=[O:26])=[O:25])=[CH:16][CH:15]=2)=[O:13])=[CH:10][C:2]=1[Cl:1]. Reported procedure: 2-Chloro-4-{[1-(3-trifluoromethyl-benzenesulfonyl)-1,2,3,4-tetrahydro-quinoline-7-carbonyl]-amino}-benzoic acid, m/z (ES+): 539.24 (M+H+.), was prepared in analogy to example 40, steps 1 to 5. Step 4 was performed using 3-trifluoromethyl-benzenesulfonyl chloride, yielding 2-chloro-4-{[1-(3-trifluoromethyl-benzenesulfonyl)-1,2,3,4-tetrahydro-quinoline-7-carbonyl]-amino}-benzoic acid methyl ester, which was hydrolyzed in step 5. Reactants: 74.7, C(C)(=O)N1CCC(CC1)C(C1=CC=C(C=C1)F)=O (1-acetyl-4-(4-fluorobenzoyl)piperidine), C(CO)O (1,2-ethanediol), CC1=CC=C(C=C1)S(=O)(=O)O (4-methylbenzenesulfonic acid), C1=CC=CC=C1 (benzene). Solvent: O (water). Reaction conditions: time 108 hour. The product is 50, C(C)(=O)N1CCC(CC1)C1(OCCO1)C1=CC=C(C=C1)F (1-acetyl-4-[2-(4-fluorophenyl)-1,3-dioxolan-2-yl]piperidine). Yield: 56.8%. RXN SMILES: [C:1]([N:4]1[CH2:9][CH2:8][CH:7]([C:10](=[O:18])[C:11]2[CH:16]=[CH:15][C:14]([F:17])=[CH:13][CH:12]=2)[CH2:6][CH2:5]1)(=[O:3])[CH3:2].[CH2:19](O)[CH2:20][OH:21].CC1C=CC(S(O)(=O)=O)=CC=1.C1C=CC=CC=1>O>[C:1]([N:4]1[CH2:9][CH2:8][CH:7]([C:10]2([C:11]3[CH:12]=[CH:13][C:14]([F:17])=[CH:15][CH:16]=3)[O:21][CH2:20][CH2:19][O:18]2)[CH2:6][CH2:5]1)(=[O:3])[CH3:2]. Procedure details: A mixture of 74.7 parts of 1-acetyl-4-(4-fluorobenzoyl)piperidine, 46.5 parts of 1,2-ethanediol, 3 parts of 4-methylbenzenesulfonic acid and 810 parts of benzene was stirred for 108 hours at reflux temperature using a water separator. After cooling, the reaction mixture was washed successively with 250 parts of water, 22.5 parts of ammonium hydroxide and 250 parts of water. The organic layer was dried, filtered and evaporated. The residue was purified by column chromatography (silica gel; CHCl3 ... Starting materials: ClCN1S(=O)(=O)C2=C(C=C(C(=C2C1=O)CC)OC)OC (2-chloromethyl-4-ethyl-5,7-dimethoxysaccharin), [Na].C1(=CC=CC=C1)N1N=NN=C1S (1-phenyltetrazol-5-thiol sodium salt), O (water). The solvent is CN(C=O)C (dimethylformamide). Product: C1(=CC=CC=C1)N1N=NN=C1SCN1S(=O)(=O)C2=C(C=C(C(=C2C1=O)CC)OC)OC (2-(1-phenyltetrazol-5-yl)thiomethyl-4-ethyl-5,7-dimethoxysaccharin). Isolated yield 74.0%. As a reaction SMILES: Cl[CH2:2][N:3]1[C:13](=[O:14])[C:12]2[C:7](=[C:8]([O:19][CH3:20])[CH:9]=[C:10]([O:17][CH3:18])[C:11]=2[CH2:15][CH3:16])[S:4]1(=[O:6])=[O:5].[Na].[C:22]1([N:28]2[C:32]([SH:33])=[N:31][N:30]=[N:29]2)[CH:27]=[CH:26][CH:25]=[CH:24][CH:23]=1.O>CN(C)C=O>[C:22]1([N:28]2[C:32]([S:33][CH2:2][N:3]3[C:13](=[O:14])[C:12]4[C:7](=[C:8]([O:19][CH3:20])[CH:9]=[C:10]([O:17][CH3:18])[C:11]=4[CH2:15][CH3:16])[S:4]3(=[O:6])=[O:5])=[N:31][N:30]=[N:29]2)[CH:23]=[CH:24][CH:25]=[CH:26][CH:27]=1 |f:1.2,^1:20|. Reported procedure: A solution of 2-chloromethyl-4-ethyl-5,7-dimethoxysaccharin (Example 22L, 0.4 g) and 1-phenyltetrazol-5-thiol sodium salt (0.28 g) in dimethylformamide (3 mL) was heated at 110° C. for two hours, then poured into water. Recrystallization of the resulting solid from ethanol-water afforded 2-(1-phenyltetrazol-5-yl)thiomethyl-4-ethyl-5,7-dimethoxysaccharin, 0.44 g, 74% yield, mp 162°-164° C. Reactants: CC1=C(C(=N)N)C=CC=C1 (2-methylbenzamidine), BrCC(=O)C1=CC=CC=C1 (α-bromoacetophenone). Run in C(Cl)(Cl)Cl (chloroform), C(Cl)(Cl)Cl (chloroform). The product is C1(=CC=CC=C1)C=1N=C(NC1)C1=C(C=CC=C1)C (4-phenyl-2-(2-methylphenyl)-1H-imidazole). Reaction SMILES: [CH3:1][C:2]1[CH:10]=[CH:9][CH:8]=[CH:7][C:3]=1[C:4]([NH2:6])=[NH:5].Br[CH2:12][C:13]([C:15]1[CH:20]=[CH:19][CH:18]=[CH:17][CH:16]=1)=O>C(Cl)(Cl)Cl>[C:15]1([C:13]2[N:5]=[C:4]([C:3]3[CH:7]=[CH:8][CH:9]=[CH:10][C:2]=3[CH3:1])[NH:6][CH:12]=2)[CH:20]=[CH:19][CH:18]=[CH:17][CH:16]=1. Procedure: To a solution of 6.1 g (0.0455 mole) of 2-methylbenzamidine in 25 ml of chloroform 3.6 g (0.018 mole) of α-bromoacetophenone were added and the resulting mixture was refluxed for four hours. After cooling and adding 50 ml of chloroform the reaction mixture was first washed with diluted ammonia and then with water and subsequently dried over sodium sulfate. The sodium sulfate was removed by filtration and the filtrate was chromatographed through silica gel by eluting with mixtures of CHCl3 /CH3CO... Reactants: [H-].[Na+] (sodium hydride), C(=O)(OCC1=CC=CC=C1)N1CCC(CC1)N1C(NCC1)=O (1-(1-carbobenzoxy-4-piperidyl)-imidazolidin-2-one), O1C(CCCC1)OCCBr (2-bromoethyl 2-tetrahydro-pyranyl ether). Solvent: CN(C=O)C (dimethylformamide), CN(C=O)C (dimethylformamide). Reaction conditions: temperature 80 celsius, time 4 hour. The product is C(=O)(OCC1=CC=CC=C1)N1CCC(CC1)N1C(N(CC1)CCOC1OCCCC1)=O (1-(1-carbobenzoxy-4-piperidyl)-3-[2-(2-tetrahydropyranyloxy)-ethyl]-imidazolidin-2-one). Reaction SMILES: [H-].[Na+].[C:3]([N:13]1[CH2:18][CH2:17][CH:16]([N:19]2[CH2:23][CH2:22][NH:21][C:20]2=[O:24])[CH2:15][CH2:14]1)([O:5][CH2:6][C:7]1[CH:12]=[CH:11][CH:10]=[CH:9][CH:8]=1)=[O:4].[O:25]1[CH2:30][CH2:29][CH2:28][CH2:27][CH:26]1[O:31][CH2:32][CH2:33]Br>CN(C)C=O>[C:3]([N:13]1[CH2:14][CH2:15][CH:16]([N:19]2[CH2:23][CH2:22][N:21]([CH2:33][CH2:32][O:31][CH:26]3[CH2:27][CH2:28][CH2:29][CH2:30][O:25]3)[C:20]2=[O:24])[CH2:17][CH2:18]1)([O:5][CH2:6][C:7]1[CH:8]=[CH:9][CH:10]=[CH:11][CH:12]=1)=[O:4] |f:0.1|. Procedure details: A mixture of 1.35 g of sodium hydride in 70 ml of dimethylformamide and 14.2 g of 1-(1-carbobenzoxy-4-piperidyl)-imidazolidin-2-one is stirred at 80° C. for 4 hours. A solution of 11.7 g of 2-bromoethyl 2-tetrahydro-pyranyl ether in 30 ml of absolute dimethylformamide is then added dropwise in the course of 15 minutes. The mixture is stirred for a further 4 hours at 80° C. and is then evaporated under reduced pressure. The residue is freed from dimethylformamide which is still adhering, by treat...